Dataset: the Open Reaction Database (ORD), a public repository of structured organic reaction records. Task: describe an organic reaction: reactants, conditions, products, and yield The reactants are O.O.O.O.O.O.O.O.[OH-].[Ba+2].[OH-] (barium hydroxide octahydrate), B(O)(O)O (boric acid). Product: B([O-])([O-])[O-].[Ba+2].B([O-])([O-])[O-].[Ba+2].[Ba+2] (barium borate), [Ba] (barium), [B] (boron). RXN SMILES: O.O.O.O.O.O.O.O.[OH-].[Ba+2:10].[OH-].[B:12]([OH:15])([OH:14])[OH:13]>>[B:12]([O-:15])([O-:14])[O-:13].[Ba+2:10].[B:12]([O-:15])([O-:14])[O-:13].[Ba+2:10].[Ba+2:10].[Ba:10].[B:12] |f:0.1.2.3.4.5.6.7.8.9.10,12.13.14.15.16|. Reported procedure: A filtered solution of barium hydroxide octahydrate reacted with an aqueous solution of boric acid to provide hydrated γ barium borate having a barium to boron ratio of 1:2 and having fine particle size. The hydrated γ barium borate was converted to the anhydrous γ form at about 300° to 400° C. Further heating to about 600° to 800° C. converted the product to β-BaB2O4. The conversion to the β-form is preferably during sintering of a ceramic dielectric composition to which the γ-BaB2O4 has been a... Reactants: CC[SiH](CC)CC, C1CCOC1, COC(=O)C1(C)CC(C)(C)C(=O)N1C(=O)OC(C)(C)C. Yields the product COC(=O)C1(C)CC(C)(C)CN1C(=O)OC(C)(C)C. Reaction SMILES: [CH2:21]([SiH:22]([CH2:23][CH3:24])[CH2:25][CH3:26])[CH3:27].[CH2:28]1[O:29][CH2:30][CH2:31][CH2:32]1.[CH3:1][C:2]1([C:17](=[O:18])[O:19][CH3:20])[N:3]([C:10](=[O:11])[O:12][C:13]([CH3:14])([CH3:15])[CH3:16])[C:4](=[O:9])[C:5]([CH3:7])([CH3:8])[CH2:6]1>>[CH3:1][C:2]1([C:17](=[O:18])[O:19][CH3:20])[N:3]([C:10](=[O:11])[O:12][C:13]([CH3:14])([CH3:15])[CH3:16])[CH2:4][C:5]([CH3:7])([CH3:8])[CH2:6]1. The reactants are BrC1=CC=C(C=C1)SC (4-bromothioanisole), [Li]CCCC (nBuLi), C1=CC=[NH+]C=C1.C1=CC=[NH+]C=C1.[O-][Cr](=O)(=O)O[Cr](=O)(=O)[O-] (PDC), BrC=1C(CCC1)=O (2-bromo-2-cyclopenten-1-one). Run in C1CCOC1 (THF), O (H2O), C1CCOC1 (THF). Conditions: temperature 0 celsius, time 45 minute. The product is BrC=1C(CCC1C1=CC=C(C=C1)SC)=O (2-Bromo-3-(4-(methylthio)phenyl)-2-cyclopenten-1-one). As a reaction SMILES: Br[C:2]1[CH:7]=[CH:6][C:5]([S:8][CH3:9])=[CH:4][CH:3]=1.[Li]CCCC.[Br:15][C:16]1[C:17](=[O:21])[CH2:18][CH2:19][CH:20]=1.C1C=C[NH+]=CC=1.C1C=C[NH+]=CC=1.[O-][Cr](O[Cr]([O-])(=O)=O)(=O)=O>C1COCC1.O>[Br:15][C:16]1[C:17](=[O:21])[CH2:18][CH2:19][C:20]=1[C:2]1[CH:7]=[CH:6][C:5]([S:8][CH3:9])=[CH:4][CH:3]=1 |f:3.4.5|. Procedure details: To a -78° C. solution of 4-bromothioanisole (35.1 g, 173 mmol) in THF (500 mL) was added nBuLi (1.6M in hexanes, 107.5 mL, 172 mmol). The solution was stirred for 45 min, then a solution of 2-bromo-2-cyclopenten-1-one (25.4 g, 158 mmol) in THF (150 mL) was added and the mixture was allowed to warm to 0° C. and was quenched with saturated aqueous NH4Cl. The majority of the solvent was removed in vacuo and the residue was suspended in water and extracted with two portions of EtOAc. The organic lay... Starting materials: NC(CCC(=O)O)=O (4-amino-4-oxobutanoic acid), NCCOCCOCCOCCNS(=O)(=O)C1=CC(=CC=C1)C1CN(CC2=C(C=C(C=C12)Cl)Cl)C (N-(2-(2-(2-(2-aminoethoxy)ethoxy)ethoxy)ethyl)-3-(6,8-dichloro-2-methyl-1,2,3,4-tetrahydroisoquinolin-4-yl)benzenesulfonamide), NCCOCCOCCOCCNS(=O)(=O)C1=CC(=CC=C1)C1CN(CC2=C(C=C(C=C12)Cl)Cl)C (N-(2-(2-(2-(2-aminoethoxy)ethoxy)ethoxy)ethyl)-3-(6,8-dichloro-2-methyl-1,2,3,4-tetrahydroisoquinolin-4-yl)benzenesulfonamide). Yields the product ClC=1C=C2C(CN(CC2=C(C1)Cl)C)C=1C=C(C=CC1)S(=O)(=O)NCCOCCOCCOCCNC(CCC(=O)N)=O (N1-(2-(2-(2-(2-(3-(6,8-dichloro-2-methyl-1,2,3,4-tetrahydroisoquinolin-4-yl)phenylsulfonamido)ethoxy)ethoxy)ethoxy)ethyl)succinamide). Yield: 66.7%. As a reaction SMILES: [NH2:1][C:2](=[O:8])[CH2:3][CH2:4][C:5](O)=[O:6].[NH2:9][CH2:10][CH2:11][O:12][CH2:13][CH2:14][O:15][CH2:16][CH2:17][O:18][CH2:19][CH2:20][NH:21][S:22]([C:25]1[CH:30]=[CH:29][CH:28]=[C:27]([CH:31]2[C:40]3[C:35](=[C:36]([Cl:42])[CH:37]=[C:38]([Cl:41])[CH:39]=3)[CH2:34][N:33]([CH3:43])[CH2:32]2)[CH:26]=1)(=[O:24])=[O:23]>>[Cl:41][C:38]1[CH:39]=[C:40]2[C:35](=[C:36]([Cl:42])[CH:37]=1)[CH2:34][N:33]([CH3:43])[CH2:32][CH:31]2[C:27]1[CH:26]=[C:25]([S:22]([NH:21][CH2:20][CH2:19][O:18][CH2:17][CH2:16][O:15][CH2:14][CH2:13][O:12][CH2:11][CH2:10][NH:9][C:5](=[O:6])[CH2:4][CH2:3][C:2]([NH2:1])=[O:8])(=[O:23])=[O:24])[CH:30]=[CH:29][CH:28]=1. Reported procedure: Compound 247 was prepared following the procedure outlined in Example 215 using 4-amino-4-oxobutanoic acid (7.6 mg, 0.0646 mmol) and N-(2-(2-(2-(2-aminoethoxy)ethoxy)ethoxy)ethyl)-3-(6,8-dichloro-2-methyl-1,2,3,4-tetrahydroisoquinolin-4-yl)benzenesulfonamide (Compound 28, 50 mg, 0.0646 mmol). Purification by preparative HPLC gave the title compound (27.8 mg) as a TFA salt. 1H-NMR (400 MHz, CD3OD): δ 7.88 (d, 1H), 7.75 (s, 1H), 7.64 (t, 1H), 7.55 (s, 1H), 7.51 (d, 1H), 6.84 (s, 1H), 4.78-4.71 (m,... Reactants: NCC1=CN(C2=CC(=CC=C2C1=O)Cl)C1=CC=CC=C1 (3-(aminomethyl)-7-chloro-1-phenylquinolin-4(1H)-one), NCC1=CN(C2=CC(=CC=C2C1=O)Cl)C1=CC=CC=C1 (3-(aminomethyl)-7-chloro-1-phenylquinolin-4(1H)-one), N1(CCOCC1)C(=O)Cl (morpholine-4-carbonyl chloride), C(C)(C)N(C(C)C)CC (N,N-diisopropylethylamine). Run in C(Cl)Cl (CH2Cl2). Reaction conditions: time 1 hour. The product is ClC1=CC=C2C(C(=CN(C2=C1)C1=CC=CC=C1)CNC(=O)N1CCOCC1)=O (morpholine-4-carboxylic acid (7-chloro-4-oxo-1-phenyl-1,4-dihydro-quinolin-3-ylmethyl)-amide). As a reaction SMILES: [NH2:1][CH2:2][C:3]1[C:12](=[O:13])[C:11]2[C:6](=[CH:7][C:8]([Cl:14])=[CH:9][CH:10]=2)[N:5]([C:15]2[CH:20]=[CH:19][CH:18]=[CH:17][CH:16]=2)[CH:4]=1.[N:21]1([C:27](Cl)=[O:28])[CH2:26][CH2:25][O:24][CH2:23][CH2:22]1.C(N(CC)C(C)C)(C)C>C(Cl)Cl>[Cl:14][C:8]1[CH:7]=[C:6]2[C:11]([C:12](=[O:13])[C:3]([CH2:2][NH:1][C:27]([N:21]3[CH2:26][CH2:25][O:24][CH2:23][CH2:22]3)=[O:28])=[CH:4][N:5]2[C:15]2[CH:16]=[CH:17][CH:18]=[CH:19][CH:20]=2)=[CH:10][CH:9]=1. Procedure: In a 10 mL round-bottomed flask, 3-(aminomethyl)-7-chloro-1-phenylquinolin-4(1H)-one (intermediate D) (0.05 g, 0.176 mmol), morpholine-4-carbonyl chloride (26.3 mg, 0.176 mmol) and N,N-diisopropylethylamine (68.1 mg, 92.0 μL, 0.527 mmol) were combined with CH2Cl2 (3 mL). The reaction mixture was stirred at room temperature for 1 hr and monitored by LC/MS. The crude product was purified using preparative reverse-phase HPLC, giving the desired product morpholine-4-carboxylic acid (7-chloro-4-oxo-1... Starting materials: N1(N=CN=C1)C1=CC=C(C=C1)[N+](=O)[O-] (4-(1,2,4-Triazol-1-yl)nitrobenzene). The reagents and catalysts are [Pd] (Pd/C). The solvent is C(C)O (ethanol). Product: N1(N=CN=C1)C1=CC=C(N)C=C1 (4-(1,2,4-Triazol-1-yl)aniline). The yield is 87.0%. Reaction SMILES: [N:1]1([C:6]2[CH:11]=[CH:10][C:9]([N+:12]([O-])=O)=[CH:8][CH:7]=2)[CH:5]=[N:4][CH:3]=[N:2]1>C(O)C.[Pd]>[N:1]1([C:6]2[CH:11]=[CH:10][C:9]([NH2:12])=[CH:8][CH:7]=2)[CH:5]=[N:4][CH:3]=[N:2]1. Reported procedure: 4-(1,2,4-Triazol-1-yl)nitrobenzene (0.5 g, 3 mmol) and Pd/C (500 mg) in ethanol (50 ml) were hydrogenated at rtp for 3 days. The suspension was filtered through celite, evaporated under reduced pressure to afford a white solid (418 mg, 87%). Reactants: [OH-].[Na+] (sodium hydroxide), C(C)(=O)[O-].[Na+] (sodium acetate). Run in C(C)(=O)O (acetic acid), C(C)(=O)O (acetic acid). Product: C(C)(=O)O.C(C)(=O)[O-].[Na+] (acetic acid sodium acetate). As a reaction SMILES: [OH-].[Na+:2].[C:3]([O-:6])(=[O:5])[CH3:4].[Na+]>C(O)(=O)C>[C:3]([OH:6])(=[O:5])[CH3:4].[C:3]([O-:6])(=[O:5])[CH3:4].[Na+:2] |f:0.1,2.3,5.6.7|. Reported procedure: 15,000 ml of pH 5.00 acetic acid-sodium acetate buffer solution is prepared as follows 10,000 ml sodium hydroxide solution and 10,000 ml acetic acid solution, each of approximately 0.5 N concentration, are made. The actual concentrations of acetic acid solution and sodium hydroxide solution are determined by titration and are found to be 0.500 N and 0.426 N respectively. Using these values, a 15,000 ml ph 5.00 acetic acid-sodium acetate buffer is prepared by adding 6420 ml of sodium acetate to 8...